From a dataset of the Open Reaction Database (ORD), a public repository of structured organic reaction records. describe an organic reaction: reactants, conditions, products, and yield The reactants are C(Cl)(Cl)Cl (CHCl3), O1C(=CC=C1)P(C=1OC=CC1)C=1OC=CC1 (tri-2-furylphosphine), CC1=NC=C(C=C1C(SC1=CC=C(C=C1)C)=O)C1=CC=CC=C1 (S-(4-methylphenyl) 2-methyl-5-phenylpyridine-3-carbothioate), Cu(I) thiophene-2-carboxylate, C(=O)C1=C(OC=C1)B(O)O (3-formylfuran-2-boronic acid). The reagents and catalysts are C=1C=CC(=CC1)/C=C/C(=O)/C=C/C2=CC=CC=C2.C=1C=CC(=CC1)/C=C/C(=O)/C=C/C2=CC=CC=C2.C=1C=CC(=CC1)/C=C/C(=O)/C=C/C2=CC=CC=C2.[Pd].[Pd] (Pd2dba3). Run in CCOC(=O)C (EtOAc), C1CCOC1 (THF). Reaction conditions: temperature 50 celsius. The product is CC1=NC=C(C=C1C(=O)C=1OC=CC1C=O)C1=CC=CC=C1 (2-[(2-methyl-5-phenylpyridin-3-yl)carbonyl]-3-furaldehyde). RXN SMILES: [CH3:1][C:2]1[C:7]([C:8](=[O:17])SC2C=CC(C)=CC=2)=[CH:6][C:5]([C:18]2[CH:23]=[CH:22][CH:21]=[CH:20][CH:19]=2)=[CH:4][N:3]=1.[CH:24]([C:26]1[CH:30]=[CH:29][O:28][C:27]=1B(O)O)=[O:25].C(Cl)(Cl)Cl.O1C=CC=C1P(C1OC=CC=1)C1OC=CC=1>CCOC(C)=O.C1C=CC(/C=C/C(/C=C/C2C=CC=CC=2)=O)=CC=1.C1C=CC(/C=C/C(/C=C/C2C=CC=CC=2)=O)=CC=1.C1C=CC(/C=C/C(/C=C/C2C=CC=CC=2)=O)=CC=1.[Pd].[Pd].C1COCC1>[CH3:1][C:2]1[C:7]([C:8]([C:27]2[O:28][CH:29]=[CH:30][C:26]=2[CH:24]=[O:25])=[O:17])=[CH:6][C:5]([C:18]2[CH:19]=[CH:20][CH:21]=[CH:22][CH:23]=2)=[CH:4][N:3]=1 |f:5.6.7.8.9|. Reported procedure: To a mixture of S-(4-methylphenyl) 2-methyl-5-phenylpyridine-3-carbothioate (66 mg, 0.20 mmol), Cu(I) thiophene-2-carboxylate (59 mg, 0.31 mmol), 3-formylfuran-2-boronic acid (31 mg, 0.22 mmol), Pd2dba3.CHCl3 (2 mg, 0.002 mmol), and tri-2-furylphosphine (1.4 mg, 0.006 mmol) was added THF (2.5 mL). The reaction mixture was heated to 50° C. for 15 h, cooled to room temperature, diluted with EtOAc, and washed with 1 N HCl and brine. The organic layer was concentrated and purified by flash chromatog... The reactants are C(C)OC(=O)N1CCCCC1 (N-ethoxycarbonylpiperidine), C(C)OC(=O)N1CCCCC1 (N-ethoxycarbonylpiperidine), Cl (HCl), C(C)O (ethanol), [OH-].[K+] (potassium hydroxide). Solvent: CCOCC (ether). Product: Cl.ClC1=CC=C(OC2CCNCC2)C=C1 (4-(p-chlorophenoxy)piperidine hydrochloride). As a reaction SMILES: C(OC([N:6]1[CH2:11][CH2:10][CH2:9][CH2:8][CH2:7]1)=O)C.[CH2:12]([OH:14])[CH3:13].[OH-].[K+].[ClH:17]>CCOCC>[ClH:17].[Cl:17][C:8]1[CH:9]=[CH:10][C:12]([O:14][CH:9]2[CH2:8][CH2:7][NH:6][CH2:11][CH2:10]2)=[CH:13][CH:7]=1 |f:2.3,6.7|. Procedure: 12.1 ml. of ethylchloroformate are added to a solution of 19.4 g of 1-benzyl-4-(p-chlorophenoxy)piperidine in 220 ml. of benzene and the solution is refluxed for 18 hours. The benzene and benzylchloride is removed under reduced pressure to give the N-ethoxycarbonylpiperidine as an uncrystallizable yellow oil. The N-ethoxycarbonylpiperidine is dissolved in 210 ml. of ethanol and 130 ml. of 45% aqueous potassium hydroxide are added. The solution is refluxed for 12 hours under nitrogen, cooled, mos... Starting materials: BrCC#N (bromoacetonitrile), N(=O)OC(C)(C)C (t-butyl nitrite), O1C(CCCC1)OC1=C(C=CC=C1)C(C(=O)OC)=C (methyl 2-[2-(tetrahydropyran-2-yloxy)-phenyl]-acrylate), CC(C)([O-])C.[K+] (potassium t-butoxide). Solvent: C(C)(C)(C)O (t-butanol), C(C)(C)(C)O (t-butanol). Reaction conditions: time 2 hour. Product: O1C(CCCC1)OC1=C(C=CC=C1)C(C(=O)OC)=COCC#N (methyl 2-[2-(tetrahydropyran-2-yloxy)-phenyl]-3-cyanomethoxy-acrylate). Yield: 47.0%. RXN SMILES: N([O:3][C:4]([CH3:7])(C)C)=O.[O:8]1[CH2:13][CH2:12][CH2:11][CH2:10][CH:9]1[O:14][C:15]1[CH:20]=[CH:19][CH:18]=[CH:17][C:16]=1[C:21](=[CH2:26])[C:22]([O:24][CH3:25])=[O:23].CC(C)([O-])C.[K+].BrCC#[N:36]>C(O)(C)(C)C>[O:8]1[CH2:13][CH2:12][CH2:11][CH2:10][CH:9]1[O:14][C:15]1[CH:20]=[CH:19][CH:18]=[CH:17][C:16]=1[C:21](=[CH:26][O:3][CH2:4][C:7]#[N:36])[C:22]([O:24][CH3:25])=[O:23] |f:2.3|. Procedure details: A solution of 34.3 g (300 mmol) of t-butyl nitrite and 25 g (100 mmol) of methyl 2-[2-(tetrahydropyran-2-yloxy)-phenyl]-acrylate in 30 ml of t-butanol is added dropwise to a solution of 12.3 g (110 mmol) of potassium t-butoxide in 120 ml of t-butanol, and the reaction solution warms to 45° C. After 2 hours, 13.2 g (110 mmol) of bromoacetonitrile are added to this mixture and stirring is continued at 20° C. for a further 18 hours. The reaction mixture is concentrated under reduced pressure, taken... Reactants: O (Water), COC(=O)C=1NC=C(C1)C(C(C)C)=O (4-isobutyryl-1H-pyrrole-2-carboxylic acid methyl ester), C([O-])([O-])=O.[Cs+].[Cs+] (cesium carbonate), BrCC1=CC(=C(C=C1)F)F (1-bromomethyl-3,4-difluorobenzene). Run in CN(C)C=O (DMF). Reaction conditions: temperature 50 celsius, time 18 hour. The product is COC(=O)C=1N(C=C(C1)C(C(C)C)=O)CC1=CC(=C(C=C1)F)F (1-(3,4-difluoro-benzyl)-4-isobutyryl-1H-pyrrole-2-carboxylic acid methyl ester). RXN SMILES: [CH3:1][O:2][C:3]([C:5]1[NH:6][CH:7]=[C:8]([C:10](=[O:14])[CH:11]([CH3:13])[CH3:12])[CH:9]=1)=[O:4].C(=O)([O-])[O-].[Cs+].[Cs+].Br[CH2:22][C:23]1[CH:28]=[CH:27][C:26]([F:29])=[C:25]([F:30])[CH:24]=1.O>CN(C=O)C>[CH3:1][O:2][C:3]([C:5]1[N:6]([CH2:22][C:23]2[CH:28]=[CH:27][C:26]([F:29])=[C:25]([F:30])[CH:24]=2)[CH:7]=[C:8]([C:10](=[O:14])[CH:11]([CH3:12])[CH3:13])[CH:9]=1)=[O:4] |f:1.2.3|. Procedure: A mixture of 4-isobutyryl-1H-pyrrole-2-carboxylic acid methyl ester (B1-I) and cesium carbonate were stirred in dry DMF for 10 minutes at 40-50° C. To it 1-bromomethyl-3,4-difluorobenzene was added and the reaction was stirred for 18 hrs at 50° C. Water was added to the reaction and extracted with ethyl acetate. The organic layer was washed with brine and dried over anhydrous sodium sulfate. The solvent was evaporated to obtain 1-(3,4-difluoro-benzyl)-4-isobutyryl-1H-pyrrole-2-carboxylic acid me...